From a dataset of the Open Reaction Database (ORD), a public repository of structured organic reaction records. describe an organic reaction: reactants, conditions, products, and yield The reactants are 65, O=C1CCC(CC1)(C#N)C1=CC=C(C=C1)OCC1=CC=CC=C1 (4-oxo-1-[4-(phenylmethoxy)phenyl]-1-cyclohexanecarbonitrile), C(CO)O (1,2-ethanediol), CC1=CC=C(C=C1)S(=O)(=O)O (4-methylbenzenesulfonic acid), CC1=CC=CC=C1 (methylbenzene). Run in O (water). Product: 33.5, C1(=CC=CC=C1)COC1=CC=C(C=C1)C1(CCC2(OCCO2)CC1)C#N (8-[4-(phenylmethoxy)phenyl]-1,4-dioxaspiro[4,5]decane-8-carbonitrile). The yield is 47.0%. As a reaction SMILES: [O:1]=[C:2]1[CH2:7][CH2:6][C:5]([C:10]2[CH:15]=[CH:14][C:13]([O:16][CH2:17][C:18]3[CH:23]=[CH:22][CH:21]=[CH:20][CH:19]=3)=[CH:12][CH:11]=2)([C:8]#[N:9])[CH2:4][CH2:3]1.[CH2:24](O)[CH2:25][OH:26].CC1C=CC(S(O)(=O)=O)=CC=1.CC1C=CC=CC=1>O>[C:18]1([CH2:17][O:16][C:13]2[CH:14]=[CH:15][C:10]([C:5]3([C:8]#[N:9])[CH2:6][CH2:7][C:2]4([O:26][CH2:25][CH2:24][O:1]4)[CH2:3][CH2:4]3)=[CH:11][CH:12]=2)[CH:23]=[CH:22][CH:21]=[CH:20][CH:19]=1. Procedure: A mixture of 65 parts of 4-oxo-1-[4-(phenylmethoxy)phenyl]-1-cyclohexanecarbonitrile, 15.7 parts of 1,2-ethanediol, 0.2 parts of 4-methylbenzenesulfonic acid and 360 parts of methylbenzene is stirred and refluxed overnight with water-separator. The reaction mixture is cooled, washed successively with water, with a sodium hydroxide solution 5% and again with water, dried, filtered and evaporated. The residue is crystallized from 2-propanol, yielding 33.5 parts (47%) of 8-[4-(phenylmethoxy)phenyl]... Starting materials: ClC=1C(=CC(=C(C1)N)[N+](=O)[O-])N (5-chloro-2-nitro-1,4-phenylenediamine), COC1OC(CC1)OC (2,5-dimethoxytetrahydrofuran). Solvent: CC(=O)O (HOAc). Yields the product ClC=1C(=CC(=C(C1)N)[N+](=O)[O-])N1C=CC=C1 (5-Chloro-2-nitro-4-pyrrol-1-yl-phenylamine), solid. RXN SMILES: [Cl:1][C:2]1[C:3]([NH2:12])=[CH:4][C:5]([N+:9]([O-:11])=[O:10])=[C:6]([NH2:8])[CH:7]=1.CO[CH:15]1[CH2:19][CH2:18][CH:17](OC)O1>CC(O)=O>[Cl:1][C:2]1[C:3]([N:12]2[CH:15]=[CH:19][CH:18]=[CH:17]2)=[CH:4][C:5]([N+:9]([O-:11])=[O:10])=[C:6]([NH2:8])[CH:7]=1. Procedure details: The title compound was prepared from 5-chloro-2-nitro-1,4-phenylenediamine [CAS-no. 26196-45-2] (4.69 g, 25 mmol), 2,5-dimethoxytetrahydrofuran (4.2 mL, 32.5 mmol) in HOAc (150 mL) at 95° C. for 2 h according to the general procedure F. Obtained as a red solid (4.10 g). Starting materials: IC1=C(NC2=CC=C(C=C12)I)C(=O)OCC (Ethyl 3,5-diiodo-1H-indole-2-carboxylate), Cl (hydrogen chloride), O (water). Reagents/catalysts: [Zn] (Zinc), [Zn] (zinc). Solvent: C(C)O (ethanol). Conditions: time 45 minute. Product: IC=1C=C2C=C(NC2=CC1)C(=O)OCC (Ethyl 5-iodo-1H-indole-2-carboxylate). As a reaction SMILES: I[C:2]1[C:10]2[C:5](=[CH:6][CH:7]=[C:8]([I:11])[CH:9]=2)[NH:4][C:3]=1[C:12]([O:14][CH2:15][CH3:16])=[O:13].Cl.O>C(O)C.[Zn]>[I:11][C:8]1[CH:9]=[C:10]2[C:5](=[CH:6][CH:7]=1)[NH:4][C:3]([C:12]([O:14][CH2:15][CH3:16])=[O:13])=[CH:2]2. Procedure: Ethyl 3,5-diiodo-1H-indole-2-carboxylate (12.1 g, 26.4 mmol) was suspended in 250 mL of absolute ethanol, to which concentrated aqueous hydrogen chloride (22.0 mL, 264 mmol) was added. Zinc dust (17.3 g, 264 mmol) was added portionwise over 30 minutes. After stirring for 45 minutes, two additional portions of zinc were added slowly (5.2 and 4.4 g, 146 mmol). After stirring for 30 minutes, the mixture was poured into water and extracted four times with ethyl acetate. The combined organic extracts...